From a dataset of the Open Reaction Database (ORD), a public repository of structured organic reaction records. describe an organic reaction: reactants, conditions, products, and yield The reactants are C(C1=CC=CC=C1)OC(=O)C=1C=CC=C2C=CN(C12)C (benzyl-1-methylindole-7-carboxylate), C(=O)O (HCO2H). The reagents and catalysts are [Pd] (Pd/C). Solvent: solution, CO (MeOH). Run at time 2 hour. Yields the product CN1C=CC2=CC=CC(=C12)C(=O)O (1-Methylindole-7-carboxylic acid). RXN SMILES: C([O:8][C:9]([C:11]1[CH:12]=[CH:13][CH:14]=[C:15]2[C:19]=1[N:18]([CH3:20])[CH:17]=[CH:16]2)=[O:10])C1C=CC=CC=1.C(O)=O>CO.[Pd]>[CH3:20][N:18]1[C:19]2[C:15](=[CH:14][CH:13]=[CH:12][C:11]=2[C:9]([OH:10])=[O:8])[CH:16]=[CH:17]1. Reported procedure: A mixture of 0.65 g (0.25 mmol) of benzyl-1-methylindole-7-carboxylate (Step B) and 0.035 g of 10% Pd/C in 4 mL of a solution of 4.4% HCO2H in MeOH was stirred for 2 h at rt. The reaction mixture was filtered though a thin pad of celite and concentrated to give the title compound. 1H NMR (CDCl3) δ4.00 (s, 3H), 6.61 (d, 1H, J=3 Hz), 7.11 (d, 1H, J=3 Hz), 7.18 (t, 1H, J=8 Hz), 7.87 (d, 1H, J=8 Hz), 7.91 (d, 1H, J=8 Hz); Starting materials: NC=1C(=CC=CC1)C (o-toluidine), crude product, C(C)(C)(C)OC(=O)N[C@H](C=O)CCCC (2(S)-(tert-butoxycarbonylamino)hexanal), C(C)(=O)O[BH-](OC(C)=O)OC(C)=O.[Na+] (sodium triacetoxyborohydride). RXN SMILES: [NH2:1][C:2]1[C:3]([CH3:8])=[CH:4][CH:5]=[CH:6][CH:7]=1.[C:9]([O:13][C:14]([NH:16][C@@H:17]([CH2:20][CH2:21][CH2:22][CH3:23])[CH:18]=O)=[O:15])([CH3:12])([CH3:11])[CH3:10].C(O[BH-](OC(=O)C)OC(=O)C)(=O)C.[Na+]>ClC(Cl)C>[CH3:8][C:3]1[CH:4]=[CH:5][CH:6]=[CH:7][C:2]=1[NH:1][CH2:18][C@@H:17]([NH:16][C:14]([O:13][C:9]([CH3:11])([CH3:10])[CH3:12])=[O:15])[CH2:20][CH2:21][CH2:22][CH3:23] |f:2.3|. The solvent is ClC(C)Cl (dichloroethane). Procedure details: The title compound was prepared according to the procedure described in Example 39, Step C, except using o-toluidine (0.32 mL, 3.00 mmol), 2(S)-(tert-butoxycarbonylamino)hexanal (0.538, 2.50 mmol), sodium triacetoxyborohydride (0.795 g, 3.75 mmol) in dichloroethane (10 mL) The crude product was purified by column chromatography to yield the title compound. Product: CC1=C(C=CC=C1)NC[C@H](CCCC)NC(=O)OC(C)(C)C (N-(2-Methylphenyl)-2(S)-(tert-butoxycarbonylamino)-hexanamine). Reactants: C1(=C(C=CC=C1)N)N (1,2-phenylenediamine), C1(C(C=CC2=CC=CC=C12)=O)=O (1,2-naphthoquinone). Product: C1=CC=CC=2C1=C1N=C3C=CC=CC3=NC1=CC2 (Benzo(A)phenazine). As a reaction SMILES: [C:1]1([NH2:8])[CH:6]=[CH:5][CH:4]=[CH:3][C:2]=1[NH2:7].[C:9]1(=O)[C:18]2[C:13](=[CH:14][CH:15]=[CH:16][CH:17]=2)[CH:12]=[CH:11][C:10]1=O>>[CH:17]1[C:18]2=[C:9]3[C:10](=[CH:11][CH:12]=[C:13]2[CH:14]=[CH:15][CH:16]=1)[N:8]=[C:1]1[C:2]([CH:3]=[CH:4][CH:5]=[CH:6]1)=[N:7]3. Procedure details: Benzo(A)phenazine was prepared with 1,2-phenylenediamine and 1,2-naphthoquinone, using standard condensation conditions. Reactants: C(C)(C)(C)N1N=CC(=C1C1=CC=C(C=C1)F)C=1SC(=C(N1)CC(=O)O)C (2-(2-(1-tert-butyl-5-(4-fluorophenyl)-1H-pyrazol-4-yl)-5-methylthiazol-4-yl)acetic acid), O1CCC(CC1)CN ((tetrahydro-2H-pyran-4-yl)methanamine). Product: C(C)(C)(C)N1N=CC(=C1C1=CC=C(C=C1)F)C=1SC(=C(N1)CC(=O)NCC1CCOCC1)C (2-{2-[1-tert-butyl-5-(4-fluorophenyl)-1H-pyrazol-4-yl]-5-methyl-1,3-thiazol-4-yl}-N-(tetrahydro-2H-pyran-4-ylmethyl)acetamide). Reaction SMILES: [C:1]([N:5]1[C:9]([C:10]2[CH:15]=[CH:14][C:13]([F:16])=[CH:12][CH:11]=2)=[C:8]([C:17]2[S:18][C:19]([CH3:26])=[C:20]([CH2:22][C:23]([OH:25])=O)[N:21]=2)[CH:7]=[N:6]1)([CH3:4])([CH3:3])[CH3:2].[O:27]1[CH2:32][CH2:31][CH:30]([CH2:33][NH2:34])[CH2:29][CH2:28]1>>[C:1]([N:5]1[C:9]([C:10]2[CH:11]=[CH:12][C:13]([F:16])=[CH:14][CH:15]=2)=[C:8]([C:17]2[S:18][C:19]([CH3:26])=[C:20]([CH2:22][C:23]([NH:34][CH2:33][CH:30]3[CH2:31][CH2:32][O:27][CH2:28][CH2:29]3)=[O:25])[N:21]=2)[CH:7]=[N:6]1)([CH3:3])([CH3:4])[CH3:2]. Procedure details: Using the compound obtained in step 2 and (tetrahydro-2H-pyran-4-yl)methanamine and by reaction and purification in the same manner as in the method described in Example 1, step 7, the title compound was obtained. The reactants are N\C\1=C(\CCCCC1)/C#N ((Z)-2-aminocyclohept-1-enecarbonitrile), C(C1=CC=CC=C1)(=O)N=C=O (benzoyl isocyanate). Product: C(#N)\C\1=C(\CCCCC1)/NC(=O)NC(C1=CC=CC=C1)=O ((Z)—N-(2-cyanocyclohept-1-enylcarbamoyl)benzamide). As a reaction SMILES: [NH2:1][C:2]1=[C:3]([C:9]#[N:10])[CH2:4][CH2:5][CH2:6][CH2:7][CH2:8]1.[C:11]([N:19]=[C:20]=[O:21])(=[O:18])[C:12]1[CH:17]=[CH:16][CH:15]=[CH:14][CH:13]=1>>[C:9]([C:3]1=[C:2]([NH:1][C:20]([NH:19][C:11](=[O:18])[C:12]2[CH:13]=[CH:14][CH:15]=[CH:16][CH:17]=2)=[O:21])[CH2:8][CH2:7][CH2:6][CH2:5][CH2:4]1)#[N:10]. Procedure: Prepared as in Example 75a from (Z)-2-aminocyclohept-1-enecarbonitrile and benzoyl isocyanate as a white solid. MS 284 (MH+).